describe an organic reaction: reactants, conditions, products, and yield From a dataset of the Open Reaction Database (ORD), a public repository of structured organic reaction records. Reactants: C(C)OC(=O)N1CCN(CC1)C1=NN(C2=CC=CC=C12)C1=C(C=CC=C1)Cl (4-[1-(2-chlorophenyl)-1H-indazol-3-yl]-1-piperazine carboxylic acid ethyl ester), 2-methoxymethanol, [OH-].[K+] (potassium hydroxide). Solvent: O (water). Yields the product ClC1=C(C=CC=C1)N1N=C(C2=CC=CC=C12)N1CCNCC1 (1-(2-chlorophenyl)-3-(1-piperazinyl)-1H-indazole). Procedure: A stirred mixture of 28.7 g of 4-[1-(2-chlorophenyl)-1H-indazol-3-yl]-1-piperazine carboxylic acid ethyl ester, 450 ml of 2-methoxymethanol, and a solution of 25 g of potassium hydroxide in 250 ml of water, was refluxed for 16 hours, cooled to ambient temperature, concentrated to about one-third of its volume, poured into water, and extracted with ethyl acetate. The extract was washed with water, dried over anhydrous magnesium sulfate, and concentrated to yield 1-(2-chlorophenyl)-3-(1-piperaziny... Reaction SMILES: C(OC([N:6]1[CH2:11][CH2:10][N:9]([C:12]2[C:20]3[C:15](=[CH:16][CH:17]=[CH:18][CH:19]=3)[N:14]([C:21]3[CH:26]=[CH:25][CH:24]=[CH:23][C:22]=3[Cl:27])[N:13]=2)[CH2:8][CH2:7]1)=O)C.[OH-].[K+]>O>[Cl:27][C:22]1[CH:23]=[CH:24][CH:25]=[CH:26][C:21]=1[N:14]1[C:15]2[C:20](=[CH:19][CH:18]=[CH:17][CH:16]=2)[C:12]([N:9]2[CH2:10][CH2:11][NH:6][CH2:7][CH2:8]2)=[N:13]1 |f:1.2|.